From a dataset of the Open Reaction Database (ORD), a public repository of structured organic reaction records. describe an organic reaction: reactants, conditions, products, and yield The product is Cn1cc(-c2ccc(=O)n(Cc3cccc(-c4ncc(N)cn4)c3)n2)cn1. Reaction SMILES: [CH3:1][n:2]1[n:3][cH:4][c:5](-[c:7]2[n:8][n:9]([CH2:14][c:15]3[cH:16][c:17](-[c:21]4[n:22][cH:23][c:24]([N:27]5[CH2:28][CH2:29][N:30]([C:31]([O:32][C:33]([CH3:34])([CH3:35])[CH3:36])=[O:37])[CH2:38][CH2:39]5)[cH:25][n:26]4)[cH:18][cH:19][cH:20]3)[c:10](=[O:13])[cH:11][cH:12]2)[cH:6]1.[ClH:40].[O:41]1[CH2:42][CH2:43][O:44][CH2:45][CH2:46]1>>[CH3:1][n:2]1[n:3][cH:4][c:5](-[c:7]2[n:8][n:9]([CH2:14][c:15]3[cH:16][c:17](-[c:21]4[n:22][cH:23][c:24]([NH2:27])[cH:25][n:26]4)[cH:18][cH:19][cH:20]3)[c:10](=[O:13])[cH:11][cH:12]2)[cH:6]1. The reactants are Cn1cc(-c2ccc(=O)n(Cc3cccc(-c4ncc(N5CCN(C(=O)OC(C)(C)C)CC5)cn4)c3)n2)cn1, Cl, C1COCCO1.